From a dataset of the Open Reaction Database (ORD), a public repository of structured organic reaction records. describe an organic reaction: reactants, conditions, products, and yield Reactants: CCNCC, COc1cc2c(Cl)nc3c(S(=O)(=O)c4ccccc4)nnn3c2cc1OC, CN(C)C=O. The product is CCN(CC)c1nc2c(S(=O)(=O)c3ccccc3)nnn2c2cc(OC)c(OC)cc12. Reaction SMILES: [CH2:28]([CH3:29])[NH:30][CH2:31][CH3:32].[Cl:1][c:2]1[n:3][c:4]2[n:5]([c:6]3[cH:7][c:8]([O:14][CH3:15])[c:9]([O:12][CH3:13])[cH:10][c:11]13)[n:16][n:17][c:18]2[S:19](=[O:20])(=[O:21])[c:22]1[cH:23][cH:24][cH:25][cH:26][cH:27]1.[O:33]=[CH:34][N:35]([CH3:36])[CH3:37]>>[c:2]1([N:30]([CH2:28][CH3:29])[CH2:31][CH3:32])[n:3][c:4]2[n:5]([c:6]3[cH:7][c:8]([O:14][CH3:15])[c:9]([O:12][CH3:13])[cH:10][c:11]13)[n:16][n:17][c:18]2[S:19](=[O:20])(=[O:21])[c:22]1[cH:23][cH:24][cH:25][cH:26][cH:27]1. The reactants are Cc1ccccc1CCNC(=O)c1ccc(Cl)cc1, O, O=P(Cl)(Cl)Cl, Cc1ccccc1C. The product is Cc1cccc2c1CCN=C2c1ccc(Cl)cc1. Reaction SMILES: [Cl:1][c:2]1[cH:3][cH:4][c:5]([C:6](=[O:7])[NH:8][CH2:9][CH2:10][c:11]2[c:12]([CH3:17])[cH:13][cH:14][cH:15][cH:16]2)[cH:18][cH:19]1.[OH2:20].[P:29]([Cl:30])([Cl:31])([Cl:32])=[O:33].[c:21]1([CH3:22])[c:23]([CH3:24])[cH:25][cH:26][cH:27][cH:28]1>>[Cl:1][c:2]1[cH:3][cH:4][c:5]([C:6]2=[N:8][CH2:9][CH2:10][c:11]3[c:12]([CH3:17])[cH:13][cH:14][cH:15][c:16]32)[cH:18][cH:19]1.